The task is: describe an organic reaction: reactants, conditions, products, and yield. This data is from the Open Reaction Database (ORD), a public repository of structured organic reaction records. The reactants are C1COCCN1, ClCCl, O=S(=O)(Cl)c1ccc(F)c(Cl)c1. The product is O=S(=O)(c1ccc(F)c(Cl)c1)N1CCOCC1. As a reaction SMILES: [CH2:13]1[CH2:14][O:15][CH2:16][CH2:17][NH:18]1.[Cl:19][CH2:20][Cl:21].[F:1][c:2]1[c:3]([Cl:12])[cH:4][c:5]([S:8](=[O:9])(=[O:10])[Cl:11])[cH:6][cH:7]1>>[F:1][c:2]1[c:3]([Cl:12])[cH:4][c:5]([S:8](=[O:9])(=[O:10])[N:18]2[CH2:13][CH2:14][O:15][CH2:16][CH2:17]2)[cH:6][cH:7]1. Starting materials: OC1=C(C(=O)O)C=C(C=C1)O (2,5-dihydroxy benzoic acid), O1CCCC1 (tetrahydrofurane), C1(CCCCC1)N=C=NC1CCCCC1 (dicyclohexylcarbodiimide), OC1=C(C(=O)O)C=C(C=C1)O (DHBA), C1(CCCCC1)N=C=NC1CCCCC1 (DCC), O1CCCC1 (THF). Conditions: time 12 hour. Product: C1=CC(=C(C(=C1)O)O)C(=O)O (DHBA). RXN SMILES: O[C:2]1[CH:10]=[CH:9][C:8]([OH:11])=[CH:7][C:3]=1[C:4]([OH:6])=[O:5].C1(N=C=NC2CCCCC2)CCCCC1.[O:27]1CCCC1>>[CH:10]1[CH:9]=[C:8]([OH:11])[C:7]([OH:27])=[C:3]([C:4]([OH:6])=[O:5])[CH:2]=1. Procedure: 2,5-dihydroxy benzoic acid (DHBA) is first activated by treatment with dicyclohexylcarbodiimide (DCC) and NHS in tetrahydrofurane (THF). To a stirred solution of 9.25 g (60 mmole) DHBA in 450 ml of THF was added 7.14 g (62 mmole) NHS and 12.8 g (62 mmole) DCC. After filtering off the formed dicyclohexylurea, the solution was concentrated by vacuum evaporation until crystallisation of the DHBA-MHS ester started. The solution was stored at 5° C. for 12 hrs and the resulting DHBA-NHS precipitate wa... Starting materials: C(C1=CC=CC=C1)N1C(CN(CC1)CC1=CC=CC=C1)C(=O)OCC (ethyl 1,4-dibenzylpiperazin-2-carboxylate), [H-].C(C(C)C)[Al+]CC(C)C (diisobutylaluminium hydride), [OH-].[Na+] (sodium hydroxide), CCOCC (ether), solution. Run in C1(=CC=CC=C1)C (toluene). Run at time 1 hour. Product: C(C1=CC=CC=C1)N1C(CN(CC1)CC1=CC=CC=C1)C=O (1,4-dibenzyl-2-formylpiperazine). The yield is 127.1%. As a reaction SMILES: [CH2:1]([N:8]1[CH2:13][CH2:12][N:11]([CH2:14][C:15]2[CH:20]=[CH:19][CH:18]=[CH:17][CH:16]=2)[CH2:10][CH:9]1[C:21](OCC)=[O:22])[C:2]1[CH:7]=[CH:6][CH:5]=[CH:4][CH:3]=1.CCOCC.[H-].C([Al+]CC(C)C)C(C)C.[OH-].[Na+]>C1(C)C=CC=CC=1>[CH2:1]([N:8]1[CH2:13][CH2:12][N:11]([CH2:14][C:15]2[CH:20]=[CH:19][CH:18]=[CH:17][CH:16]=2)[CH2:10][CH:9]1[CH:21]=[O:22])[C:2]1[CH:3]=[CH:4][CH:5]=[CH:6][CH:7]=1 |f:2.3,4.5|. Procedure: To a solution of 5.0 g (13.9 mmoles) of ethyl 1,4-dibenzylpiperazin-2-carboxylate [prepared in the manner described in Helv. Chim. Acta, 298, 2646(1963) by E. Jucker and E. Rissi] in 40 l ml of dry ether is dropwise added 30 ml of a solution of 1.46 moles of diisobutylaluminium hydride in toluene at -56° to -66° C. under nitrogen atmosphere in a period of 15 minutes, and the mixture is stirred at the same temperature for 1 hour. 10% Aqueous sodium hydroxide solution (20 ml) is slowly dropwise ad...